Dataset: the Open Reaction Database (ORD), a public repository of structured organic reaction records. Task: describe an organic reaction: reactants, conditions, products, and yield The reactants are COC(=O)c1ccc(C(=O)Cl)cc1, COC(=O)c1ccc(C(=O)Nc2nn(Cc3cccc(Cl)c3)c3cc(F)ccc23)cc1, Nc1nn(Cc2cccc(Cl)c2)c2cc(F)ccc12. The product is O=C(O)c1ccc(C(=O)Nc2nn(Cc3cccc(Cl)c3)c3cc(F)ccc23)cc1. Reaction SMILES: [CH3:20][O:21][C:22](=[O:23])[c:24]1[cH:25][cH:26][c:27]([C:28]([Cl:29])=[O:30])[cH:31][cH:32]1.[CH3:33][O:34][C:35]([c:36]1[cH:37][cH:38][c:39]([C:40](=[O:41])[NH:42][c:43]2[n:44][n:45]([CH2:53][c:54]3[cH:55][c:56]([Cl:60])[cH:57][cH:58][cH:59]3)[c:46]3[cH:47][c:48]([F:52])[cH:49][cH:50][c:51]23)[cH:61][cH:62]1)=[O:63].[Cl:1][c:2]1[cH:3][c:4]([CH2:8][n:9]2[c:10]3[c:11]([cH:12][cH:13][c:14]([F:15])[cH:16]3)[c:17]([NH2:18])[n:19]2)[cH:5][cH:6][cH:7]1>>[O:34]=[C:35]([c:36]1[cH:37][cH:38][c:39]([C:40](=[O:41])[NH:42][c:43]2[n:44][n:45]([CH2:53][c:54]3[cH:55][c:56]([Cl:60])[cH:57][cH:58][cH:59]3)[c:46]3[cH:47][c:48]([F:52])[cH:49][cH:50][c:51]23)[cH:61][cH:62]1)[OH:63]. The reactants are O=C([O-])[O-], C1COCCO1, CN(C)C=O, [Cs+], [Cs+], CN(c1cccc(I)c1)S(C)(=O)=O, O, CC(C)(C)OC(=O)c1c(COc2ccc(B3OC(C)(C)C(C)(C)O3)cc2)ccc(C(F)(F)F)c1O. Product: CN(c1cccc(-c2ccc(OCc3ccc(C(F)(F)F)c(O)c3C(=O)OC(C)(C)C)cc2)c1)S(C)(=O)=O. As a reaction SMILES: [C:1](=[O:2])([O-:3])[O-:4].[CH2:60]1[O:61][CH2:62][CH2:63][O:64][CH2:65]1.[CH3:55][N:56]([CH3:57])[CH:58]=[O:59].[Cs+:5].[Cs+:6].[I:7][c:8]1[cH:9][c:10]([N:14]([S:15](=[O:16])(=[O:17])[CH3:18])[CH3:19])[cH:11][cH:12][cH:13]1.[OH2:66].[OH:20][c:21]1[c:22]([C:23](=[O:24])[O:25][C:26]([CH3:27])([CH3:28])[CH3:29])[c:30]([CH2:38][O:39][c:40]2[cH:41][cH:42][c:43]([B:46]3[O:47][C:48]([CH3:49])([CH3:50])[C:51]([CH3:52])([CH3:53])[O:54]3)[cH:44][cH:45]2)[cH:31][cH:32][c:33]1[C:34]([F:35])([F:36])[F:37]>>[c:8]1(-[c:43]2[cH:42][cH:41][c:40]([O:39][CH2:38][c:30]3[c:22]([C:23](=[O:24])[O:25][C:26]([CH3:27])([CH3:28])[CH3:29])[c:21]([OH:20])[c:33]([C:34]([F:35])([F:36])[F:37])[cH:32][cH:31]3)[cH:45][cH:44]2)[cH:9][c:10]([N:14]([S:15](=[O:16])(=[O:17])[CH3:18])[CH3:19])[cH:11][cH:12][cH:13]1. The reactants are COc1cc(-c2noc(C)n2)c(C(=O)C(=O)NC2CCCCC2)cc1OCc1ccccc1, CCOC(C)=O, CN(C)C=O, Cl, [H-], CI, [Na+]. Product: COc1cc(-c2noc(C)n2)c(C(=O)C(=O)N(C)C2CCCCC2)cc1OCc1ccccc1. RXN SMILES: [CH2:1]([c:2]1[cH:3][cH:4][cH:5][cH:6][cH:7]1)[O:8][c:9]1[c:10]([O:32][CH3:33])[cH:11][c:12](-[c:26]2[n:27][o:28][c:29]([CH3:31])[n:30]2)[c:13]([C:15]([C:16](=[O:17])[NH:18][CH:19]2[CH2:20][CH2:21][CH2:22][CH2:23][CH2:24]2)=[O:25])[cH:14]1.[CH3:39][CH2:40][O:41][C:42](=[O:43])[CH3:44].[CH3:45][N:46]([CH3:47])[CH:48]=[O:49].[ClH:38].[H-:34].[I:36][CH3:37].[Na+:35]>>[CH2:1]([c:2]1[cH:3][cH:4][cH:5][cH:6][cH:7]1)[O:8][c:9]1[c:10]([O:32][CH3:33])[cH:11][c:12](-[c:26]2[n:27][o:28][c:29]([CH3:31])[n:30]2)[c:13]([C:15]([C:16](=[O:17])[N:18]([CH:19]2[CH2:20][CH2:21][CH2:22][CH2:23][CH2:24]2)[CH3:37])=[O:25])[cH:14]1. Reactants: CC(=O)Cl, NCCc1cccc([N+](=O)[O-])c1, O, c1ccncc1. The product is CC(=O)NCCc1cccc([N+](=O)[O-])c1. Reaction SMILES: [CH3:13][C:14]([Cl:15])=[O:16].[N+:1](=[O:2])([O-:3])[c:4]1[cH:5][c:6]([CH2:7][CH2:8][NH2:9])[cH:10][cH:11][cH:12]1.[OH2:17].[cH:18]1[cH:19][cH:20][n:21][cH:22][cH:23]1>>[N+:1](=[O:2])([O-:3])[c:4]1[cH:5][c:6]([CH2:7][CH2:8][NH:9][C:14]([CH3:13])=[O:16])[cH:10][cH:11][cH:12]1. Reactants: FC=1C=CC(=C(C(=O)N2CCN(CC2)C(CNCC2=CC=C(C=C2)C2=CSC=C2)=O)C1)C(F)(F)F (1-[4-(5-fluoro-2-trifluoromethyl-benzoyl)-piperazin-1-yl]-2-(4-thiophen-3-yl-benzylamino)-ethanone), Cl (HCl). Yields the product Cl.FC=1C=CC(=C(C(=O)N2CCN(CC2)C(CNCC2=CC=C(C=C2)C2=CSC=C2)=O)C1)C(F)(F)F (1-[4-(5-fluoro-2-trifluoromethyl-benzoyl)-piperazin-1-yl]-2-(4-thiophen-3-yl-benzylamino)-ethanone hydrochloride salt). The yield is 67.2%. Reaction SMILES: [F:1][C:2]1[CH:3]=[CH:4][C:5]([C:32]([F:35])([F:34])[F:33])=[C:6]([CH:31]=1)[C:7]([N:9]1[CH2:14][CH2:13][N:12]([C:15](=[O:30])[CH2:16][NH:17][CH2:18][C:19]2[CH:24]=[CH:23][C:22]([C:25]3[CH:29]=[CH:28][S:27][CH:26]=3)=[CH:21][CH:20]=2)[CH2:11][CH2:10]1)=[O:8].[ClH:36]>>[ClH:36].[F:1][C:2]1[CH:3]=[CH:4][C:5]([C:32]([F:33])([F:35])[F:34])=[C:6]([CH:31]=1)[C:7]([N:9]1[CH2:14][CH2:13][N:12]([C:15](=[O:30])[CH2:16][NH:17][CH2:18][C:19]2[CH:20]=[CH:21][C:22]([C:25]3[CH:29]=[CH:28][S:27][CH:26]=3)=[CH:23][CH:24]=2)[CH2:11][CH2:10]1)=[O:8] |f:2.3|. Procedure: To a solution of 1-[4-(5-fluoro-2-trifluoromethyl-benzoyl)-piperazin-1-yl]-2-(4-thiophen-3-yl-benzylamino)-ethanone (50 mg, 0.09 mmol) in ethereal.HCl (5 ml) was stirred at room temperature for 1 hr. The reaction mixture was then concentrated and the resulting residue was washed with ether to afford 36 mg (67.2%) of 1-[4-(5-fluoro-2-trifluoromethyl-benzoyl)-piperazin-1-yl]-2-(4-thiophen-3-yl-benzylamino)-ethanone hydrochloride salt. LCMS Purity: 96.34%. 1H NMR (DMSO-d6): δ 9.2 (s, 1H), 8.0-7.9 (... Starting materials: C(C)(C)(C)OC(NC1=C(C=C(C(=C1)OCC1CC1)C(F)(F)F)N)=O ((2-amino-5-cyclopropylmethoxy-4-trifluoromethyl-phenyl)-carbamic acid tert-butyl ester), C(C)(C)(C)OC(CC(C1=CC(=CC=C1)C=1C=NC=CC1)=O)=O (3-oxo-3-(3-pyridin-3-yl-phenyl)-propionic acid tert-butyl ester). Product: C(C)(C)(C)OC(NC1=C(C=C(C(=C1)OCC1CC1)C(F)(F)F)NC(CC(C1=CC(=CC=C1)C=1C=NC=CC1)=O)=O)=O ({5-Cyclopropylmethoxy-2-[3-oxo-3-(3-pyridin-3-yl-phenyl)-propionylamino]-4-trifluoromethyl-phenyl}-carbamic acid tert-butyl ester). RXN SMILES: [C:1]([O:5][C:6](=[O:24])[NH:7][C:8]1[CH:13]=[C:12]([O:14][CH2:15][CH:16]2[CH2:18][CH2:17]2)[C:11]([C:19]([F:22])([F:21])[F:20])=[CH:10][C:9]=1[NH2:23])([CH3:4])([CH3:3])[CH3:2].C([O:29][C:30](=O)[CH2:31][C:32](=[O:45])[C:33]1[CH:38]=[CH:37][CH:36]=[C:35]([C:39]2[CH:40]=[N:41][CH:42]=[CH:43][CH:44]=2)[CH:34]=1)(C)(C)C>>[C:1]([O:5][C:6](=[O:24])[NH:7][C:8]1[CH:13]=[C:12]([O:14][CH2:15][CH:16]2[CH2:17][CH2:18]2)[C:11]([C:19]([F:22])([F:21])[F:20])=[CH:10][C:9]=1[NH:23][C:30](=[O:29])[CH2:31][C:32](=[O:45])[C:33]1[CH:38]=[CH:37][CH:36]=[C:35]([C:39]2[CH:40]=[N:41][CH:42]=[CH:43][CH:44]=2)[CH:34]=1)([CH3:4])([CH3:2])[CH3:3]. Procedure: The title compound was prepared from (2-amino-5-cyclopropylmethoxy-4-trifluoromethyl-phenyl)-carbamic acid tert-butyl ester (Example J29) (260 mg, 0.75 mmol) and 3-oxo-3-(3-pyridin-3-yl-phenyl)-propionic acid tert-butyl ester (Example K1) (223 mg, 0.75 mmol) according to the general procedure M. Obtained as an amorphous yellow substance (311 mg, 73%).